This data is from the Open Reaction Database (ORD), a public repository of structured organic reaction records. The task is: describe an organic reaction: reactants, conditions, products, and yield Reactants: C(C)(=O)O[BH-](OC(C)=O)OC(C)=O.[Na+] (Sodium triacetoxyborohydride), CS(=O)(=O)C1=CC=C(C=C1)N1N=C2CCNCCC2=C1 (2-[4-(methylsulfonyl)phenyl]-2,4,5,6,7,8-hexahydropyrazolo[3,4-d]azepine), C1(CCC1)=O (cyclobutanone). Reagents/catalysts: C(C)(=O)O (acetic acid). The solvent is CO (methanol), ClCCl (dichloromethane). Conditions: time 20 minute. The product is C1(CCC1)N1CCC=2C(CC1)=CN(N2)C2=CC=C(C=C2)S(=O)(=O)C (6-Cyclobutyl-2-[4-(methylsulfonyl)phenyl]-2,4,5,6,7,8-hexahydropyrazolo[3,4-d]azepine). RXN SMILES: [CH3:1][S:2]([C:5]1[CH:10]=[CH:9][C:8]([N:11]2[CH:20]=[C:19]3[C:13]([CH2:14][CH2:15][NH:16][CH2:17][CH2:18]3)=[N:12]2)=[CH:7][CH:6]=1)(=[O:4])=[O:3].[C:21]1(=O)[CH2:24][CH2:23][CH2:22]1.C(O[BH-](OC(=O)C)OC(=O)C)(=O)C.[Na+]>ClCCl.C(O)(=O)C.CO>[CH:21]1([N:16]2[CH2:17][CH2:18][C:19]3=[CH:20][N:11]([C:8]4[CH:9]=[CH:10][C:5]([S:2]([CH3:1])(=[O:4])=[O:3])=[CH:6][CH:7]=4)[N:12]=[C:13]3[CH2:14][CH2:15]2)[CH2:24][CH2:23][CH2:22]1 |f:2.3|. Procedure: To a solution of 2-[4-(methylsulfonyl)phenyl]-2,4,5,6,7,8-hexahydropyrazolo[3,4-d]azepine (may be prepared as described in Description 38) (4 mg, 0.014 mmol) in dichloromethane (2 ml) was added cyclobutanone (7 mg, 0.096 mmol) and acetic acid (1 drop). The resulting mixture was stirred at room temperature, under argon, for 20 minutes. Sodium triacetoxyborohydride (20 mg, 0.096 mmol) was added and stirring continued overnight. The resulting reaction mixture was diluted with methanol and purified ... The reactants are COCC(C)Oc1cc(Oc2ccc(S(C)(=O)=O)nc2)cc(-c2ccc(C(=O)O)[nH]2)c1, CN1CCOCC1, CN(C)C=O, CC(N)C(O)CO[Si](C(C)C)(C(C)C)C(C)C, O, On1nnc2ccccc21. Yields the product COCC(C)Oc1cc(Oc2ccc(S(C)(=O)=O)nc2)cc(-c2ccc(C(=O)NC(C)C(O)CO[Si](C(C)C)(C(C)C)C(C)C)[nH]2)c1. RXN SMILES: [CH3:1][O:2][CH2:3][CH:4]([O:5][c:6]1[cH:7][c:8](-[c:23]2[cH:24][cH:25][c:26]([C:28](=[O:29])[OH:30])[nH:27]2)[cH:9][c:10]([O:12][c:13]2[cH:14][n:15][c:16]([S:19](=[O:20])(=[O:21])[CH3:22])[cH:17][cH:18]2)[cH:11]1)[CH3:31].[CH3:60][N:61]1[CH2:62][CH2:63][O:64][CH2:65][CH2:66]1.[CH3:67][N:68]([CH3:69])[CH:70]=[O:71].[NH2:32][CH:33]([CH:34]([CH2:35][O:36][Si:37]([CH:38]([CH3:39])[CH3:40])([CH:41]([CH3:42])[CH3:43])[CH:44]([CH3:45])[CH3:46])[OH:47])[CH3:48].[OH2:59].[OH:49][n:50]1[c:51]2[c:52]([cH:53][cH:54][cH:55][cH:56]2)[n:57][n:58]1>>[CH3:1][O:2][CH2:3][CH:4]([O:5][c:6]1[cH:7][c:8](-[c:23]2[cH:24][cH:25][c:26]([C:28](=[O:30])[NH:32][CH:33]([CH:34]([CH2:35][O:36][Si:37]([CH:38]([CH3:39])[CH3:40])([CH:41]([CH3:42])[CH3:43])[CH:44]([CH3:45])[CH3:46])[OH:47])[CH3:48])[nH:27]2)[cH:9][c:10]([O:12][c:13]2[cH:14][n:15][c:16]([S:19](=[O:20])(=[O:21])[CH3:22])[cH:17][cH:18]2)[cH:11]1)[CH3:31]. The reactants are C1=C(C=CC2=CC=CC=C12)S(=O)(=O)N1CCN(CC1)C(C1=CC=C(C=C1)CN1CCCCC1)=O (1-(2-naphthalenesulfonyl)-4-(4-piperidinomethylbenzoyl)piperazine), Cl (hydrochloric acid). The solvent is C(C)(=O)OCC (ethyl acetate). Yields the product Cl.C1=C(C=CC2=CC=CC=C12)S(=O)(=O)N1CCN(CC1)C(C1=CC=C(C=C1)CN1CCCCC1)=O (1-(2-Naphthalenesulfonyl)-4-(4-piperidinomethylbenzoyl)piperazine hydrochloride). As a reaction SMILES: [CH:1]1[C:10]2[C:5](=[CH:6][CH:7]=[CH:8][CH:9]=2)[CH:4]=[CH:3][C:2]=1[S:11]([N:14]1[CH2:19][CH2:18][N:17]([C:20](=[O:34])[C:21]2[CH:26]=[CH:25][C:24]([CH2:27][N:28]3[CH2:33][CH2:32][CH2:31][CH2:30][CH2:29]3)=[CH:23][CH:22]=2)[CH2:16][CH2:15]1)(=[O:13])=[O:12].[ClH:35]>C(OCC)(=O)C>[ClH:35].[CH:1]1[C:10]2[C:5](=[CH:6][CH:7]=[CH:8][CH:9]=2)[CH:4]=[CH:3][C:2]=1[S:11]([N:14]1[CH2:15][CH2:16][N:17]([C:20](=[O:34])[C:21]2[CH:26]=[CH:25][C:24]([CH2:27][N:28]3[CH2:33][CH2:32][CH2:31][CH2:30][CH2:29]3)=[CH:23][CH:22]=2)[CH2:18][CH2:19]1)(=[O:13])=[O:12] |f:3.4|. Procedure details: To 1-(2-naphthalenesulfonyl)-4-(4-piperidinomethylbenzoyl)piperazine (350 mg) was added 4 N hydrochloric acid in ethyl acetate solution (5 ml) and the precipitated hydrochlorides were filtered to give the title compound (337 mg). Reactants: C1=CC=C(C=C1)P(C2=CC=CC=C2)C3=C(C4=CC=CC=C4C=C3)C5=C(C=CC6=CC=CC=C65)P(C7=CC=CC=C7)C8=CC=CC=C8 (Rac-BINAP), BrC1=C(C(=O)OC)C=CC=C1 (methyl 2-bromobenzoate), C([O-])([O-])=O.[Cs+].[Cs+] (Cesium carbonate), C(C1=CC=CC=C1)OC1=C(C=C(N)C=C1Cl)Cl (4-(benzyloxy)-3,5-dichloroaniline). The reagents and catalysts are C(C)(=O)[O-].[Pd+2].C(C)(=O)[O-] (Palladium(II) acetate). The solvent is C1(=CC=CC=C1)C (toluene), C(C)(=O)OCC (ethyl acetate). Run at temperature 100 celsius. Product: C(C1=CC=CC=C1)OC1=C(C=C(C=C1Cl)NC1=C(C(=O)OC)C=CC=C1)Cl (methyl 2-(4-(benzyloxy)-3,5-dichlorophenylamino)benzoate). Yield: 94.0%. Reaction SMILES: C(=O)([O-])[O-].[Cs+].[Cs+].[CH2:7]([O:14][C:15]1[C:21]([Cl:22])=[CH:20][C:18]([NH2:19])=[CH:17][C:16]=1[Cl:23])[C:8]1[CH:13]=[CH:12][CH:11]=[CH:10][CH:9]=1.C1C=CC(P(C2C=CC3C(=CC=CC=3)C=2C2C3C(=CC=CC=3)C=CC=2P(C2C=CC=CC=2)C2C=CC=CC=2)C2C=CC=CC=2)=CC=1.Br[C:71]1[CH:80]=[CH:79][CH:78]=[CH:77][C:72]=1[C:73]([O:75][CH3:76])=[O:74]>C1(C)C=CC=CC=1.C(OCC)(=O)C.C([O-])(=O)C.[Pd+2].C([O-])(=O)C>[CH2:7]([O:14][C:15]1[C:16]([Cl:23])=[CH:17][C:18]([NH:19][C:71]2[CH:80]=[CH:79][CH:78]=[CH:77][C:72]=2[C:73]([O:75][CH3:76])=[O:74])=[CH:20][C:21]=1[Cl:22])[C:8]1[CH:9]=[CH:10][CH:11]=[CH:12][CH:13]=1 |f:0.1.2,8.9.10|. Procedure details: Cesium carbonate (5.98 g, 19 mmol) was added to a stirring solution of 4-(benzyloxy)-3,5-dichloroaniline (5.27 g [crude from previous step], 19 mmol) in toluene. Rac-BINAP (0.6 g, 7.5 mol %) and methyl 2-bromobenzoate (1.84 ml 13 mmol,) were added. Palladium(II) acetate (0.147 g, 5 mol %) was added and the mixture heated to 100° C. After 12 h the mixture was cooled to room temperature, diluted with ethyl acetate (100 mL), washed with pH 7 buffer solution (50 mL) and extracted with ethyl acetate ... Starting materials: CCCCCC.C(C)(=O)OCC (hexane ethyl acetate), COC=1C=C(C=CC1)N=C=O (3-methoxyphenyl isocyanate), COC=1C=C2C(=NC=NC2=CC1OC)OC1=CC=C(C=C1)N (6,7-Dimethoxy-4-(4-aminophenoxy)quinazoline). Solvent: C1(=CC=CC=C1)C (toluene). The product is COC=1C=C2C(=NC=NC2=CC1OC)OC1=CC=C(C=C1)NC(=O)NC1=CC(=CC=C1)OC (N-{4-[(6,7-Dimethoxy-4-quinazolinyl)oxy]phenyl}-N'-(3-methoxyphenyl)urea). Isolated yield 21.0%. RXN SMILES: [CH3:1][O:2][C:3]1[CH:4]=[C:5]2[C:10](=[CH:11][C:12]=1[O:13][CH3:14])[N:9]=[CH:8][N:7]=[C:6]2[O:15][C:16]1[CH:21]=[CH:20][C:19]([NH2:22])=[CH:18][CH:17]=1.[CH3:23][O:24][C:25]1[CH:26]=[C:27]([N:31]=[C:32]=[O:33])[CH:28]=[CH:29][CH:30]=1.CCCCCC.C(OCC)(=O)C>C1(C)C=CC=CC=1>[CH3:1][O:2][C:3]1[CH:4]=[C:5]2[C:10](=[CH:11][C:12]=1[O:13][CH3:14])[N:9]=[CH:8][N:7]=[C:6]2[O:15][C:16]1[CH:21]=[CH:20][C:19]([NH:22][C:32]([NH:31][C:27]2[CH:28]=[CH:29][CH:30]=[C:25]([O:24][CH3:23])[CH:26]=2)=[O:33])=[CH:18][CH:17]=1 |f:2.3|. Reported procedure: 6,7-Dimethoxy-4-(4-aminophenoxy)quinazoline (100 mg) was dissolved in toluene (10 ml) with heat, 3-methoxyphenyl isocyanate (0.36 ml) was added, and the admixture was refluxed with heat for 40 minutes. After removing the solvent by distillation, the resulting residue was purified by column chromatography on silica gel eluting with chloroform/methanol (100/1) and then with chloroform/acetone (5/1) to obtain 31 mg of the title compound (yield: 21%). Starting materials: CN(C)CCCl, COCCCN, Cl. Product: COCCCNCCN(C)C. As a reaction SMILES: [CH3:2][N:3]([CH2:4][CH2:5][Cl:6])[CH3:7].[CH3:8][O:9][CH2:10][CH2:11][CH2:12][NH2:13].[ClH:1]>>[CH3:2][N:3]([CH2:4][CH2:5][NH:13][CH2:12][CH2:11][CH2:10][O:9][CH3:8])[CH3:7]. Run in CC#N (CH3CN). RXN SMILES: [CH3:1][C:2]1([CH3:13])[N:6]([CH2:7][CH2:8][CH2:9][CH2:10][Cl:11])[C:5](=[O:12])[CH2:4][S:3]1.[CH3:14][O:15][C:16]1[CH:21]=[CH:20][CH:19]=[CH:18][C:17]=1[N:22]1[CH2:27][CH2:26][NH:25][CH2:24][CH2:23]1.C([O-])([O-])=O.[K+].[K+].[Na+].[I-]>CC#N>[OH2:12].[ClH:11].[CH3:1][C:2]1([CH3:13])[N:6]([CH2:7][CH2:8][CH2:9][CH2:10][N:25]2[CH2:24][CH2:23][N:22]([C:17]3[CH:18]=[CH:19][CH:20]=[CH:21][C:16]=3[O:15][CH3:14])[CH2:27][CH2:26]2)[C:5](=[O:12])[CH2:4][S:3]1 |f:2.3.4,5.6,8.9.10|. Product: O.Cl.CC1(SCC(N1CCCCN1CCN(CC1)C1=C(C=CC=C1)OC)=O)C (2,2-Dimethyl-3-[4-[1-(2-methoxyphenyl)-4-piperazinyl]butyl]-4-thiazolidinone hydrochloride hydrate). The reactants are CC1(SCC(N1CCCCCl)=O)C (2,2-dimethyl-3-(4-chlorobutyl)-4-thiazolidinone), COC1=C(C=CC=C1)N1CCNCC1 (1-(2-methoxyphenyl)piperazine), C(=O)([O-])[O-].[K+].[K+] (K2CO3), [Na+].[I-] (NaI). Reported procedure: To a solution of 2,2-dimethyl-3-(4-chlorobutyl)-4-thiazolidinone (3.26 g) and 1-(2-methoxyphenyl)piperazine (2.8 g) in 100 ml of anhydrous CH3CN were added anhydrous K2CO3 (4.5 g) and NaI (200 mg). The mixture was heated with stirring to 80° under N2. The reactants are NC1=CC(=CC(=C1)C)OCCC1=CC=C(C=C1)C#N (Amino-3-[2-(4-cyanophenyl)ethoxy]-5-methylbenzene), C(C=C)(=O)OCC (ethyl acrylate), C(C)(=O)O (acetic acid). Yields the product C(#N)C1=CC=C(C=C1)CCOC=1C=C(C=C(C1)C)NC(C(=O)OCC)C (2-{3-[2-(4-Cyanophenyl)ethoxy]-5-methylphenylamino}propanoic acid, ethyl ester). Isolated yield 28.9%. RXN SMILES: [NH2:1][C:2]1[CH:7]=[C:6]([CH3:8])[CH:5]=[C:4]([O:9][CH2:10][CH2:11][C:12]2[CH:17]=[CH:16][C:15]([C:18]#[N:19])=[CH:14][CH:13]=2)[CH:3]=1.[C:20]([O:24][CH2:25][CH3:26])(=[O:23])[CH:21]=[CH2:22].C(O)(=O)C>>[C:18]([C:15]1[CH:14]=[CH:13][C:12]([CH2:11][CH2:10][O:9][C:4]2[CH:3]=[C:2]([NH:1][CH:21]([CH3:22])[C:20]([O:24][CH2:25][CH3:26])=[O:23])[CH:7]=[C:6]([CH3:8])[CH:5]=2)=[CH:17][CH:16]=1)#[N:19]. Procedure: Amino-3-[2-(4-cyanophenyl)ethoxy]-5-methylbenzene (0.252 g; 1.00 mmol; from Example 17(iii) above), ethyl acrylate (130 μL; 1.2 mmol) and acetic acid (9 μL; 0.15 mmol) were refluxed together for 8 hours. After evaporation in vacuo, the resultant black oil was purified by flash chromatography (SiO2; EtOAc:heptane (3:7)) to give 0.102 g (29%) of the sub-title compound.